Dataset: the Open Reaction Database (ORD), a public repository of structured organic reaction records. Task: describe an organic reaction: reactants, conditions, products, and yield Starting materials: CC=1C=C(C(=O)N([C@H](CC2=CC=C(C=C2)O)C(=O)N[C@@H](CC2=CNC3=CC=CC=C23)C(=O)O)C)C=C(C1)C (N-(3,5-dimethylbenzoyl)-N-methyl-(D)-tyrosyl-(L)-tryptophan), Cl.COC([C@@H](N)CC1=CNC2=CC=CC=C12)=O ((L)-tryptophan methyl ester hydrochloride), methyl ester. The product is CC=1C=C(C(=O)N([C@H](CC2=CC=C(C=C2)OC)C(=O)N[C@@H](CC2=CNC3=CC=CC=C23)C(=O)O)C)C=C(C1)C (N-(3,5-dimethylbenzoyl)-N-methyl-O-methyl-(D)-tyrosyl-(L)-tryptophan). Reaction SMILES: [CH3:1][C:2]1[CH:3]=[C:4]([CH:35]=[C:36]([CH3:38])[CH:37]=1)[C:5]([N:7]([CH3:34])[C@@H:8]([C:17]([NH:19][C@H:20]([C:31]([OH:33])=[O:32])[CH2:21][C:22]1[C:30]2[C:25](=[CH:26][CH:27]=[CH:28][CH:29]=2)[NH:24][CH:23]=1)=[O:18])[CH2:9][C:10]1[CH:15]=[CH:14][C:13]([OH:16])=[CH:12][CH:11]=1)=[O:6].Cl.[CH3:40]OC(=O)[C@H](CC1C2C(=CC=CC=2)NC=1)N>>[CH3:1][C:2]1[CH:3]=[C:4]([CH:35]=[C:36]([CH3:38])[CH:37]=1)[C:5]([N:7]([CH3:34])[C@@H:8]([C:17]([NH:19][C@H:20]([C:31]([OH:33])=[O:32])[CH2:21][C:22]1[C:30]2[C:25](=[CH:26][CH:27]=[CH:28][CH:29]=2)[NH:24][CH:23]=1)=[O:18])[CH2:9][C:10]1[CH:15]=[CH:14][C:13]([O:16][CH3:40])=[CH:12][CH:11]=1)=[O:6] |f:1.2|. Procedure details: Coupling of N-(3,5-dimethylbenzoyl)-N-methyl-O-methyl-(D)-tyrosine (prepared by O-methylation of N-(3,5-dimethylbenzoyl)-N-methyl-(D)-tyrosine (example 64)) with (L)-tryptophan methyl ester hydrochloride according to example 1 followed by hydrolysis of the methyl ester moiety according to example 12 gives N-(3,5-dimethylbenzoyl)-N-methyl-O-methyl-(D)-tyrosyl-(L)-tryptophan; FAB-MS m/e 528 (M+H)+. Starting materials: N(=O)[O-].[Na+] (NaNO2), NC=1SC2=C(N1)C(=C(C=C2)C(=O)OC)C (methyl 2-amino-4-methylbenzothiazole-5-carboxylate), [OH-].[K+] (KOH), Cl (HCl). Yields the product CC1=C(C=CC2=C1N=NS2)C(=O)O (4-Methylbenzothiadiazole-5-carboxylic Acid). As a reaction SMILES: NC1[S:3][C:4]2[CH:10]=[CH:9][C:8]([C:11]([O:13]C)=[O:12])=[C:7]([CH3:15])[C:5]=2[N:6]=1.[OH-].[K+].Cl.[N:19]([O-])=O.[Na+]>>[CH3:15][C:7]1[C:5]2[N:6]=[N:19][S:3][C:4]=2[CH:10]=[CH:9][C:8]=1[C:11]([OH:13])=[O:12] |f:1.2,4.5|. Procedure: 5 g of methyl 2-amino-4-methylbenzothiazole-5-carboxylate (0.02 mol) in 28.6 g of 50% strength KOH were stirred at 120° C. for 4 h. The mixture was then neutralized with 10% strength HCl and admixed with an excess of 40% strength NaNO2 solution at 0-10° C. The reaction mixture was acidified and extracted with ethyl acetate. The extract was washed and dried, and the product was obtained by stripping off the solvent. Yield: 1.3 g (28%).